Task: describe an organic reaction: reactants, conditions, products, and yield. Dataset: the Open Reaction Database (ORD), a public repository of structured organic reaction records The reactants are [Al+3], C1CCOC1, COCCCn1ncc2ccc(CC(C(=O)O)C(C)C)cc21, [H-], [H-], [H-], [H-], [Li+]. Yields the product COCCCn1ncc2ccc(CC(CO)C(C)C)cc21. As a reaction SMILES: [Al+3:2].[CH2:29]1[O:30][CH2:31][CH2:32][CH2:33]1.[CH3:7][O:8][CH2:9][CH2:10][CH2:11][n:12]1[n:13][cH:14][c:15]2[cH:16][cH:17][c:18]([CH2:21][CH:22]([C:23](=[O:24])[OH:25])[CH:26]([CH3:27])[CH3:28])[cH:19][c:20]12.[H-:1].[H-:4].[H-:5].[H-:6].[Li+:3]>>[CH3:7][O:8][CH2:9][CH2:10][CH2:11][n:12]1[n:13][cH:14][c:15]2[cH:16][cH:17][c:18]([CH2:21][CH:22]([CH2:23][OH:24])[CH:26]([CH3:27])[CH3:28])[cH:19][c:20]12. Reactants: C(C)OC1=CC=C(C=C1)C=1C=CC2=C(C=C(CCN2C)C(=O)OC(C)(C)C)C1 (t-butyl 7-(4-ethoxyphenyl)-1-methyl-2,3-dihydro-1-benzazepine-4-carboxylate), Cl (hydrochloric acid). The solvent is C(OC)COC (dimethoxyethane). Product: Cl.C(C)OC1=CC=C(C=C1)C=1C=CC2=C(C=C(CCN2C)C(=O)O)C1 (7-(4-ethoxyphenyl)-1-methyl-2,3-dihydro-1-benzazepine-4-carboxylic acid hydrochloride). RXN SMILES: [CH2:1]([O:3][C:4]1[CH:9]=[CH:8][C:7]([C:10]2[CH:11]=[CH:12][C:13]3[N:19]([CH3:20])[CH2:18][CH2:17][C:16]([C:21]([O:23]C(C)(C)C)=[O:22])=[CH:15][C:14]=3[CH:28]=2)=[CH:6][CH:5]=1)[CH3:2].[ClH:29]>C(COC)OC>[ClH:29].[CH2:1]([O:3][C:4]1[CH:5]=[CH:6][C:7]([C:10]2[CH:11]=[CH:12][C:13]3[N:19]([CH3:20])[CH2:18][CH2:17][C:16]([C:21]([OH:23])=[O:22])=[CH:15][C:14]=3[CH:28]=2)=[CH:8][CH:9]=1)[CH3:2] |f:3.4|. Procedure details: In dimethoxyethane (100 ml) was dissolved t-butyl 7-(4-ethoxyphenyl)-1-methyl-2,3-dihydro-1-benzazepine-4-carboxylate (4.0 g), and to the mixture was added 6N hydrochloric acid (25 ml). The mixture was refluxed for 3 hours, and the solvent was evaporated. Precipitated yellow powder was filtered and washed with ethyl acetate-hexane to give 7-(4-ethoxyphenyl)-1-methyl-2,3-dihydro-1-benzazepine-4-carboxylic acid hydrochloride (3.8 g).